Dataset: the Open Reaction Database (ORD), a public repository of structured organic reaction records. Task: describe an organic reaction: reactants, conditions, products, and yield Reactants: CCCCc1ccc(C=O)cc1, CC(=O)[O-], CC(=O)O, C[N+](=O)[O-], [NH4+]. The product is CCCCc1ccc(C=C[N+](=O)[O-])cc1. RXN SMILES: [CH2:1]([CH2:2][CH2:3][CH3:4])[c:5]1[cH:6][cH:7][c:8]([CH:9]=[O:10])[cH:11][cH:12]1.[CH3:18][C:19](=[O:20])[O-:21].[CH3:22][C:23](=[O:24])[OH:25].[N+:13](=[O:14])([O-:15])[CH3:16].[NH4+:17]>>[CH2:1]([CH2:2][CH2:3][CH3:4])[c:5]1[cH:6][cH:7][c:8]([CH:9]=[CH:16][N+:13](=[O:14])[O-:15])[cH:11][cH:12]1. Starting materials: COc1cc2c(Nc3ccc(Br)cc3F)ncnc2cc1O, O=C([O-])[O-], Cc1ccc(S(=O)(=O)OCC2CCN(C(=O)OC(C)(C)C)CC2)cc1, [K+], [K+], CN(C)C=O, O. The product is COc1cc2c(Nc3ccc(Br)cc3F)ncnc2cc1OCC1CCN(C(=O)OC(C)(C)C)CC1. Reaction SMILES: [Br:7][c:8]1[cH:9][c:10]([F:28])[c:11]([NH:12][c:13]2[n:14][cH:15][n:16][c:17]3[cH:18][c:19]([OH:25])[c:20]([O:23][CH3:24])[cH:21][c:22]23)[cH:26][cH:27]1.[C:1](=[O:2])([O-:3])[O-:4].[C:29]([CH3:30])([CH3:31])([CH3:32])[O:33][C:34](=[O:35])[N:36]1[CH2:37][CH2:38][CH:39]([CH2:42][O:43][S:44]([c:45]2[cH:46][cH:47][c:48]([CH3:49])[cH:50][cH:51]2)(=[O:52])=[O:53])[CH2:40][CH2:41]1.[K+:5].[K+:6].[O:55]=[CH:56][N:57]([CH3:58])[CH3:59].[OH2:54]>>[Br:7][c:8]1[cH:9][c:10]([F:28])[c:11]([NH:12][c:13]2[n:14][cH:15][n:16][c:17]3[cH:18][c:19]([O:25][CH2:42][CH:39]4[CH2:38][CH2:37][N:36]([C:34]([O:33][C:29]([CH3:30])([CH3:31])[CH3:32])=[O:35])[CH2:41][CH2:40]4)[c:20]([O:23][CH3:24])[cH:21][c:22]23)[cH:26][cH:27]1. Starting materials: CCO, Cl, [Na+], C1CCOC1, [OH-], CCOC(=O)CCc1cn(Cc2cc(OCc3csc(-c4ccccc4)n3)cc(OCc3csc(-c4ccccc4)n3)c2)cc1-c1ccccc1. Yields the product O=C(O)CCc1cn(Cc2cc(OCc3csc(-c4ccccc4)n3)cc(OCc3csc(-c4ccccc4)n3)c2)cc1-c1ccccc1. As a reaction SMILES: [CH3:60][CH2:61][OH:62].[ClH:59].[Na+:53].[O:54]1[CH2:55][CH2:56][CH2:57][CH2:58]1.[OH-:52].[c:1]1(-[c:7]2[s:8][cH:9][c:10]([CH2:12][O:13][c:14]3[cH:15][c:16]([CH2:17][n:18]4[cH:19][c:20]([CH2:29][CH2:30][C:31](=[O:32])[O:33][CH2:34][CH3:35])[c:21](-[c:23]5[cH:24][cH:25][cH:26][cH:27][cH:28]5)[cH:22]4)[cH:36][c:37]([O:39][CH2:40][c:41]4[n:42][c:43](-[c:46]5[cH:47][cH:48][cH:49][cH:50][cH:51]5)[s:44][cH:45]4)[cH:38]3)[n:11]2)[cH:2][cH:3][cH:4][cH:5][cH:6]1>>[c:1]1(-[c:7]2[s:8][cH:9][c:10]([CH2:12][O:13][c:14]3[cH:15][c:16]([CH2:17][n:18]4[cH:19][c:20]([CH2:29][CH2:30][C:31](=[O:32])[OH:33])[c:21](-[c:23]5[cH:24][cH:25][cH:26][cH:27][cH:28]5)[cH:22]4)[cH:36][c:37]([O:39][CH2:40][c:41]4[n:42][c:43](-[c:46]5[cH:47][cH:48][cH:49][cH:50][cH:51]5)[s:44][cH:45]4)[cH:38]3)[n:11]2)[cH:2][cH:3][cH:4][cH:5][cH:6]1. Starting materials: O=C([O-])O, CCOC(C)=O, CCNCC(CC(=O)OC)Nc1ccc(C#N)c(Cl)c1, Cl, [Na+], O. Yields the product CCN1CC(Nc2ccc(C#N)c(Cl)c2)CC1=O. RXN SMILES: [C:23](=[O:24])([OH:25])[O-:26].[CH3:28][CH2:29][O:30][C:31](=[O:32])[CH3:33].[Cl:1][c:2]1[cH:3][c:4]([NH:10][CH:11]([CH2:12][C:13](=[O:14])[O:15][CH3:16])[CH2:17][NH:18][CH2:19][CH3:20])[cH:5][cH:6][c:7]1[C:8]#[N:9].[ClH:21].[Na+:27].[OH2:22]>>[Cl:1][c:2]1[cH:3][c:4]([NH:10][CH:11]2[CH2:12][C:13](=[O:14])[N:18]([CH2:19][CH3:20])[CH2:17]2)[cH:5][cH:6][c:7]1[C:8]#[N:9]. Starting materials: Br[C@@H]1C[C@@H]2N(C(N(C2)C2=CC=C(C=C2)OC(F)(F)F)=O)C1 ((6R,7aS)-6-Bromo-2-(4-trifluoromethoxy-phenyl)-hexahydro-pyrrolo[1,2-c]imidazol-3-one), [N-]=[N+]=[N-].[Na+] (NaN3), O (water). The solvent is CN(C)C=O (DMF). Run at temperature 70 celsius. Product: N(=[N+]=[N-])[C@H]1C[C@@H]2N(C(N(C2)C2=CC=C(C=C2)OC(F)(F)F)=O)C1 ((6S,7aS)-6-Azido-2-(4-trifluoromethoxy-phenyl)-hexahydro-pyrrolo[1,2-c]imidazol-3-one). Reaction SMILES: Br[C@H:2]1[CH2:21][N:5]2[C:6](=[O:20])[N:7]([C:9]3[CH:14]=[CH:13][C:12]([O:15][C:16]([F:19])([F:18])[F:17])=[CH:11][CH:10]=3)[CH2:8][C@@H:4]2[CH2:3]1.[N-:22]=[N+:23]=[N-:24].[Na+].O>CN(C=O)C>[N:22]([C@@H:2]1[CH2:21][N:5]2[C:6](=[O:20])[N:7]([C:9]3[CH:14]=[CH:13][C:12]([O:15][C:16]([F:19])([F:18])[F:17])=[CH:11][CH:10]=3)[CH2:8][C@@H:4]2[CH2:3]1)=[N+:23]=[N-:24] |f:1.2|. Reported procedure: The mixture of (6R,7aS)-6-Bromo-2-(4-trifluoromethoxy-phenyl)-hexahydro-pyrrolo[1,2-c]imidazol-3-one (example 20, step b) (1.45 g, 4 mmol) and NaN3 (0.34 g, 5.2 mmol) in DMF (50 mL) was heated to 70° C. for 1.5 h. Then to the mixture was added water (100 mL) and extracted with EtOAc (100 mL×2), the organic layer was washed water (100 mL) and brine (100 mL). The combined organic layer was evaporated to dryness and the crude product (1.0 g, 77%) was used without further purification in the next st... Starting materials: COC([C@H](CC1=CC=C(C=C1)NC(C1=C(C=CC=C1Cl)Cl)=O)NC(=O)C1(CCCC1)CCN=[N+]=[N-])=O ((S)-2-[[1-(2-azidoethyl)cyclopentanecarbonyl]amino]-3-[4-(2,6-dichlorobenzoylamino)phenyl]propionic acid methyl ester), [OH-].[Na+] (sodium hydroxide). Solvent: O (water), C1CCOC1 (THF), C(C)O (ethanol). Reaction conditions: time 15 hour. Yields the product N(=[N+]=[N-])CCC1(CCCC1)C(=O)N[C@H](C(=O)O)CC1=CC=C(C=C1)NC(C1=C(C=CC=C1Cl)Cl)=O ((S)-2-[[1-(2-azidoethyl)cyclopentanecarbonyl]amino]-3-[4-(2,6-dichlorobenzoylamino)phenyl]propionic acid). The yield is 93.1%. RXN SMILES: C[O:2][C:3](=[O:36])[C@@H:4]([NH:23][C:24]([C:26]1([CH2:31][CH2:32][N:33]=[N+:34]=[N-:35])[CH2:30][CH2:29][CH2:28][CH2:27]1)=[O:25])[CH2:5][C:6]1[CH:11]=[CH:10][C:9]([NH:12][C:13](=[O:22])[C:14]2[C:19]([Cl:20])=[CH:18][CH:17]=[CH:16][C:15]=2[Cl:21])=[CH:8][CH:7]=1.[OH-].[Na+]>C1COCC1.C(O)C.O>[N:33]([CH2:32][CH2:31][C:26]1([C:24]([NH:23][C@@H:4]([CH2:5][C:6]2[CH:7]=[CH:8][C:9]([NH:12][C:13](=[O:22])[C:14]3[C:15]([Cl:21])=[CH:16][CH:17]=[CH:18][C:19]=3[Cl:20])=[CH:10][CH:11]=2)[C:3]([OH:36])=[O:2])=[O:25])[CH2:30][CH2:29][CH2:28][CH2:27]1)=[N+:34]=[N-:35] |f:1.2|. Reported procedure: To a suspension of (S)-2-[[1-(2-azidoethyl)cyclopentanecarbonyl]amino]-3-[4-(2,6-dichlorobenzoylamino)phenyl]propionic acid methyl ester (14.77 g, 27.7 mmol) in THF (200 mL) and ethanol (200 mL) was added aqueous 1.0N sodium hydroxide (150 mL) at room temperature. The mixture was stirred for 15 h at room temperature at which time TLC analysis of the mixture indicated the absence of starting material. Then, it was diluted with water (20 mL) and the THF and ethanol were removed by rotary evaporati... The reactants are CC=1N=C(C2=C(N1)N(C=C2C=2C=C(C#N)C=CC2)COCC[Si](C)(C)C)N2CCOCC2 (3-[2-Methyl-4-(morpholin-4-yl)-7-{[2-(trimethylsilyl)ethoxy]methyl}-7H-pyrrolo[2,3-d]pyrimidin-5-yl]benzonitrile), CN1N=CC(=C1)C1=CNC=2N=CN=C(C21)N2CCOCC2 (5-(1-methyl-1H-pyrazol-4-yl)-4-(morpholin-4-yl)-7H-pyrrolo[2,3-d]pyrimidine). Product: CC=1N=C(C2=C(N1)NC=C2C=2C=C(C#N)C=CC2)N2CCOCC2 (3-[2-methyl-4-(morpholin-4-yl)-7H-pyrrolo[2,3-d]pyrimidin-5-yl]benzonitrile). RXN SMILES: [CH3:1][C:2]1[N:3]=[C:4]([N:27]2[CH2:32][CH2:31][O:30][CH2:29][CH2:28]2)[C:5]2[C:10]([C:11]3[CH:12]=[C:13]([CH:16]=[CH:17][CH:18]=3)[C:14]#[N:15])=[CH:9][N:8](COCC[Si](C)(C)C)[C:6]=2[N:7]=1.CN1C=C(C2C3C(N4CCOCC4)=NC=NC=3NC=2)C=N1>>[CH3:1][C:2]1[N:3]=[C:4]([N:27]2[CH2:32][CH2:31][O:30][CH2:29][CH2:28]2)[C:5]2[C:10]([C:11]3[CH:12]=[C:13]([CH:16]=[CH:17][CH:18]=3)[C:14]#[N:15])=[CH:9][NH:8][C:6]=2[N:7]=1. Reported procedure: 3-[2-Methyl-4-(morpholin-4-yl)-7-{[2-(trimethylsilyl)ethoxy]methyl}-7H-pyrrolo[2,3-d]pyrimidin-5-yl]benzonitrile (C25) was converted to the product using the method described for synthesis of 5-(1-methyl-1H-pyrazol-4-yl)-4-(morpholin-4-yl)-7H-pyrrolo[2,3-d]pyrimidine (1) in Example 1. In this case, preparative HPLC purification was carried out using a Phenomenex Gemini C18 column, 8 μm; Mobile phase A: ammonia in water, pH 10; Mobile phase B: acetonitrile; Gradient: 30% to 50% B. The product was... Reactants: [C-]#N, Cc1cc(O)n(C)n1, CCN=C=NCCCN(C)C, CC#N, Cl, [K+], Cc1c(C(=O)O)ccc(S(C)(=O)=O)c1N. The product is Cc1nn(C)c(O)c1C(=O)c1ccc(S(C)(=O)=O)c(N)c1C. RXN SMILES: [C-:36]#[N:37].[CH3:16][n:17]1[n:18][c:19]([CH3:23])[cH:20][c:21]1[OH:22].[CH3:25][N:26]([CH3:27])[CH2:28][CH2:29][CH2:30][N:31]=[C:32]=[N:33][CH2:34][CH3:35].[CH3:39][C:40]#[N:41].[ClH:24].[K+:38].[NH2:1][c:2]1[c:3]([CH3:15])[c:4]([C:5](=[O:6])[OH:7])[cH:8][cH:9][c:10]1[S:11](=[O:12])(=[O:13])[CH3:14]>>[NH2:1][c:2]1[c:3]([CH3:15])[c:4]([C:5](=[O:7])[c:20]2[c:19]([CH3:23])[n:18][n:17]([CH3:16])[c:21]2[OH:22])[cH:8][cH:9][c:10]1[S:11](=[O:12])(=[O:13])[CH3:14].